From a dataset of the Open Reaction Database (ORD), a public repository of structured organic reaction records. describe an organic reaction: reactants, conditions, products, and yield Reactants: [Se]=O (selenium oxide), OC1(C(C2=C(C=CC(=C2C1=O)NC(C)=O)[N+](=O)[O-])=O)O (N-(2,2-dihydroxy-7-nitro-1,3-dioxo-2,3-dihydro-1H-inden-4-yl)acetamide), FC(C(=O)O)(F)F (trifluoroacetic acid), C(C)(C)C1=CC(=CC=C1)OC (isopropyl-3-methoxy benzene). Run in CC(=O)O (AcOH), O1CCOCC1 (dioxane). Conditions: time 12 hour. The product is OC1(C(C2=C(C=CC(=C2C1=O)NC(C)=O)[N+](=O)[O-])=O)C1=C(C=C(C=C1)C(C)C)OC (N-(2-Hydroxy-2-(4-isopropyl-2-methoxyphenyl)-7-nitro-1,3-dioxo-2,3-dihydro-1H-inden-4-yl)acetamide). The yield is 19.7%. As a reaction SMILES: O[C:2]1([OH:20])[C:10](=[O:11])[C:9]2[C:4](=[C:5]([N+:16]([O-:18])=[O:17])[CH:6]=[CH:7][C:8]=2[NH:12][C:13](=[O:15])[CH3:14])[C:3]1=[O:19].[Se]=O.FC(F)(F)C(O)=O.[CH:30]([C:33]1[CH:38]=[CH:37][CH:36]=[C:35]([O:39][CH3:40])[CH:34]=1)([CH3:32])[CH3:31]>O1CCOCC1.CC(O)=O>[OH:20][C:2]1([C:36]2[CH:37]=[CH:38][C:33]([CH:30]([CH3:32])[CH3:31])=[CH:34][C:35]=2[O:39][CH3:40])[C:10](=[O:11])[C:9]2[C:4](=[C:5]([N+:16]([O-:18])=[O:17])[CH:6]=[CH:7][C:8]=2[NH:12][C:13](=[O:15])[CH3:14])[C:3]1=[O:19]. Procedure: N-(2,2-dihydroxy-7-nitro-1,3-dioxo-2,3-dihydro-1H-inden-4-yl)acetamide (1.50 g, 6.4 mmol) was completely dissolved in anhydrous dioxane (15 ml). This solution was added with selenium oxide (1.56 g, 14.0 mmol) and AcOH (1.5 ml). The reaction mixture was heated for 12 hrs under reflux. After filtration at high temperature, the filtrate was concentrated to afford 1.79 g (100%). A trifluoroacetic acid solution of the resulting product was added with isopropyl-3-methoxy benzene (962 mg, 6.4 mmol) fol... Starting materials: FC(C=1C=C(C=C(C1)C(F)(F)F)C1=CC(=NN1C1=CC(=CC=C1)Cl)C(=O)OCC)(F)F (Ethyl 5-[3,5-bis(trifluoromethyl)phenyl]-1-(3-chlorophenyl)-1H-pyrazole-3-carboxylate), ClC=1C=C(C=CC1)N1N=C(C=C1C1=C(C=CC=C1)F)C(=O)O (1-(3-Chlorophenyl)-5-(2-fluorophenyl)-1H-pyrazole-3-carboxylic acid). Reported procedure: The preparation of the title compound takes place starting from the compound of Example 54A in analogy to the synthesis of the compound of Example 86A. 1.78 g (79% of theory) of the title compound are obtained. Reaction SMILES: [F:1][C:2]([F:31])([F:30])[C:3]1[CH:4]=[C:5]([C:13]2[N:17]([C:18]3[CH:23]=[CH:22][CH:21]=[C:20]([Cl:24])[CH:19]=3)[N:16]=[C:15]([C:25]([O:27]CC)=[O:26])[CH:14]=2)[CH:6]=[C:7]([C:9]([F:12])([F:11])[F:10])[CH:8]=1.ClC1C=C(N2C(C3C=CC=CC=3F)=CC(C(O)=O)=N2)C=CC=1>>[F:30][C:2]([F:1])([F:31])[C:3]1[CH:4]=[C:5]([C:13]2[N:17]([C:18]3[CH:23]=[CH:22][CH:21]=[C:20]([Cl:24])[CH:19]=3)[N:16]=[C:15]([C:25]([OH:27])=[O:26])[CH:14]=2)[CH:6]=[C:7]([C:9]([F:10])([F:11])[F:12])[CH:8]=1. Product: FC(C=1C=C(C=C(C1)C(F)(F)F)C1=CC(=NN1C1=CC(=CC=C1)Cl)C(=O)O)(F)F (5-[3,5-Bis(trifluoromethyl)phenyl]-1-(3-chlorophenyl)-1H-pyrazole-3-carboxylic acid). Reactants: ClC1=C(C=CC=C1[N+](=O)[O-])S(=O)(=O)N(C)C (2-chloro-N,N-dimethyl-3-nitrobenzenesulfonamide), C(O)CN (ethanolamine). The solvent is C(C)O (ethanol). The product is OCCNC1=C(C=CC=C1[N+](=O)[O-])S(=O)(=O)N(C)C (2-[(2-hydroxyethyl)amino]-N,N-dimethyl-3-nitrobenzenesulfonamide). RXN SMILES: Cl[C:2]1[C:7]([N+:8]([O-:10])=[O:9])=[CH:6][CH:5]=[CH:4][C:3]=1[S:11]([N:14]([CH3:16])[CH3:15])(=[O:13])=[O:12].[CH2:17]([CH2:19][NH2:20])[OH:18]>C(O)C>[OH:18][CH2:17][CH2:19][NH:20][C:2]1[C:7]([N+:8]([O-:10])=[O:9])=[CH:6][CH:5]=[CH:4][C:3]=1[S:11]([N:14]([CH3:16])[CH3:15])(=[O:13])=[O:12]. Procedure details: A solution of 2-chloro-N,N-dimethyl-3-nitrobenzenesulfonamide (170 mg, 0.642 mmol) and ethanolamine (196 mg, 3.21 mmol) in ethanol (6 mL) was heated at reflux for 4 h. The solvent was removed in vacuo, and the residue was purified by column chromatography using heptane/ethyl acetate, 1:1 as an eluent affording 2-[(2-hydroxyethyl)amino]-N,N-dimethyl-3-nitrobenzenesulfonamide, 161 mg (87%). MS (ESI) mm/z 288 [M−H]. 1H NMR (400 MHz, CDCl3) δ ppm 1.92 (t, J=5.6 Hz, 1H), 2.83 (s, 6 H), 3.10-3.06 (m, ... Starting materials: ester, BrCC(=O)N1CC2(SCCS2)C[C@H]1C(=O)OC(C1=CC=CC=C1)C1=CC=CC=C1 ((S)-7-(Bromoacetyl)-1,4-dithia-7-azaspiro[4.4]nonane-8-carboxylic acid, diphenylmethyl ester), CNCC(C(CC1=CC=CC=C1)NC(C1=CC=CC=C1)=O)=O ((±)-N-[3-(methylamino)-2-oxo-1-(phenylmethyl)propyl]benzamide), C(C)(C)N(CC)C(C)C (diisopropylethylamine), O (water), [[3-(benzoylamino-2-oxo-4-phenylbutyl]methylamino]acetyl]-1,4-dithia-7-azaspiro[4.4]nonane-8-carboxylic acid, diphenylmethyl ester. Solvent: CN(C=O)C (dimethylformamide). Run at time 8 hour. Product: C(C1=CC=CC=C1)(=O)NC(C(CN(C)CC(=O)N1CC2(SCCS2)C[C@H]1C(=O)OC(C1=CC=CC=C1)C1=CC=CC=C1)=O)CC1=CC=CC=C1 ((S)-7-[[[3-(Benzoylamino)-2-oxo-4-phenybutyl]-methylamino]acetyl]-1,4-dithia-7-azaspiro[4.4]nonane-8-carboxylic acid, diphenylmethyl ester). RXN SMILES: Br[CH2:2][C:3]([N:5]1[C@H:13]([C:14]([O:16][CH:17]([C:24]2[CH:29]=[CH:28][CH:27]=[CH:26][CH:25]=2)[C:18]2[CH:23]=[CH:22][CH:21]=[CH:20][CH:19]=2)=[O:15])[CH2:12][C:7]2([S:11][CH2:10][CH2:9][S:8]2)[CH2:6]1)=[O:4].[CH3:30][NH:31][CH2:32][C:33](=[O:51])[CH:34]([NH:42][C:43](=[O:50])[C:44]1[CH:49]=[CH:48][CH:47]=[CH:46][CH:45]=1)[CH2:35][C:36]1[CH:41]=[CH:40][CH:39]=[CH:38][CH:37]=1.C(N(C(C)C)CC)(C)C.O>CN(C)C=O>[C:43]([NH:42][CH:34]([CH2:35][C:36]1[CH:37]=[CH:38][CH:39]=[CH:40][CH:41]=1)[C:33](=[O:51])[CH2:32][N:31]([CH2:2][C:3]([N:5]1[C@H:13]([C:14]([O:16][CH:17]([C:24]2[CH:29]=[CH:28][CH:27]=[CH:26][CH:25]=2)[C:18]2[CH:23]=[CH:22][CH:21]=[CH:20][CH:19]=2)=[O:15])[CH2:12][C:7]2([S:11][CH2:10][CH2:9][S:8]2)[CH2:6]1)=[O:4])[CH3:30])(=[O:50])[C:44]1[CH:45]=[CH:46][CH:47]=[CH:48][CH:49]=1. Reported procedure: A mixture of the ester product from part (b) (2.4 g., 4.87 mmole), (±)-N-[3-(methylamino)-2-oxo-1-(phenylmethyl)propyl]benzamide (0.81 g., 2.43 mmole), prepared as set forth in Example 91(b), and diisopropylethylamine (0.85 ml., 4.87 mmole) in dimethylformamide (20 ml.) is stirred at room temperature overnight. The reaction mixture is poured into water (50 ml.), and extracted with ethyl acetate (3×100 ml.). The combined organic extracts are washed with saturated sodium bicarbonate, 10% potassium... Reactants: Cl (HCl), Cl (HCl), C1(=CC=CC=C1)C(=O)C1=CC=2C(=CN=CC2)N1 (phenyl(1H-pyrrolo[2,3-c]pyridin-2-yl)methanone), C(C)(C)(C)OC(N(C)CCON)=O (tert-butyl[2-(aminooxy)ethyl]methylcarbamate). The solvent is C(C)OCC (diethyl ether), CCO (EtOH). Reaction conditions: time 15.5 hour. The product is CN(C(OC(C)(C)C)=O)CCON=C(C1=CC=2C(=CN=CC2)N1)C1=CC=CC=C1 (tert-butyl methyl[2-[[[phenyl(1H-pyrrolo[2,3-c]pyridin-2-yl)methylene]amino]oxy]ethyl]carbamate), oxime. As a reaction SMILES: [C:1]1([C:7]([C:9]2[NH:17][C:12]3=[CH:13][N:14]=[CH:15][CH:16]=[C:11]3[CH:10]=2)=O)[CH:6]=[CH:5][CH:4]=[CH:3][CH:2]=1.[C:18]([O:22][C:23](=[O:30])[N:24]([CH2:26][CH2:27][O:28][NH2:29])[CH3:25])([CH3:21])([CH3:20])[CH3:19].Cl>CCO.C(OCC)C>[CH3:25][N:24]([CH2:26][CH2:27][O:28][N:29]=[C:7]([C:1]1[CH:6]=[CH:5][CH:4]=[CH:3][CH:2]=1)[C:9]1[NH:17][C:12]2=[CH:13][N:14]=[CH:15][CH:16]=[C:11]2[CH:10]=1)[C:23](=[O:30])[O:22][C:18]([CH3:21])([CH3:19])[CH3:20]. Procedure: A mixture of phenyl(1H-pyrrolo[2,3-c]pyridin-2-yl)methanone (Example 35) (200 mg, 90 mmol) and tert-butyl[2-(aminooxy)ethyl]methylcarbamate (Reference Example 14) (180 mg, 94 mmol) in EtOH (20 mL) was adjusted to pH 4-5 with HCl (1.2 mL of a 1 N HCl solution in diethyl ether, 1.2 mmol). The reaction mixture was heated to reflux. After 15.5 h, the reaction mixture was concentrated under reduced pressure. The residue was diluted with EtOAc (25 mL) and washed with saturated NaHCO3 (2×10 mL). The co... Starting materials: C1CN(CCN1)CC2=CC=CC=C2, C1=CC(=CC=C1F)Br. Reagents/catalysts: CC(C)(C)[O-].[Na+], CC1(C2=C(C(=CC=C2)P(C3=CC=CC=C3)C4=CC=CC=C4)OC5=C1C=CC=C5P(C6=CC=CC=C6)C7=CC=CC=C7)C, CC(=O)O.CC(=O)O.[Pd]. Run in CC1=CC=CC=C1. Conditions: temperature 50 celsius. The product is C1CN(CCN1CC2=CC=CC=C2)C3=CC=C(C=C3)F. Yield: 75.0%. Procedure: diacetoxypalladium (12.74 mg, 0.06 mmol) and (9,9-dimethyl-9H-xanthene-4,5-diyl)bis(diphenylphosphine) (32.8 mg, 0.06 mmol) were suspended in toluene (0.5 mL) under N2. Heated to 50C for 30 min (microwave).  sodium 2-methylpropan-2-olate (109 mg, 1.13 mmol) was suspended in toluene (0.500 mL) under N2. 1-benzylpiperazine (0.099 mL, 0.57 mmol) and 1-bromo-4-fluorobenzene (0.093 mL, 0.85 mmol) were added, followed by the catalyst solution.  Heated to 100C for 2h in the microwave (high abs), then r... Starting materials: O=S(=O)(O)CCBr, CC(C)(C)N, C1COCCO1, C=CS(=O)(=O)O, [Na], O. Product: CC(C)(C)NCCS(=O)(=O)O. RXN SMILES: [Br:1][CH2:2][CH2:3][S:4](=[O:5])(=[O:6])[OH:7].[C:9]([CH3:10])([CH3:11])([CH3:12])[NH2:13].[CH2:21]1[O:22][CH2:23][CH2:24][O:25][CH2:26]1.[CH:14]([S:15]([OH:16])(=[O:17])=[O:18])=[CH2:19].[Na:8].[OH2:20]>>[CH2:2]([CH2:3][S:4](=[O:5])(=[O:6])[OH:7])[NH:13][C:9]([CH3:10])([CH3:11])[CH3:12]. Starting materials: C(CC)C1=NC2=C(N1CC1=CC=C(C=C1)C=1C(=CC=CC1)C(=O)OC(C)(C)C)C=C(C=C2C)C(=O)NC(C(C)C)C(C)=O (tert.butyl 4'-[[2-n-propyl-4-methyl-6-[N-(1-acetyl-2-methyl-n-propyl)-aminocarbonyl]-1H-benzimidazol-1-yl]-methyl]-biphenyl-2-carboxylate). Solvent: P(=O)(Cl)(Cl)Cl (phosphorusoxychloride). Reaction conditions: temperature 105 celsius, time 2.5 hour. Yields the product C(CC)C1=NC2=C(N1CC1=CC=C(C=C1)C=1C(=CC=CC1)C(=O)O)C=C(C=C2C)C=2OC(=C(N2)C(C)C)C (4'-[[2-n-Propyl-4-methyl-6-(4-isopropyl-5-methyl-oxazol-2-yl)-1H-benzimidazol-1-yl]-methyl]-biphenyl-2-carboxylic Acid). Reaction SMILES: [CH2:1]([C:4]1[N:8]([CH2:9][C:10]2[CH:15]=[CH:14][C:13]([C:16]3[C:17]([C:22]([O:24]C(C)(C)C)=[O:23])=[CH:18][CH:19]=[CH:20][CH:21]=3)=[CH:12][CH:11]=2)[C:7]2[CH:29]=[C:30]([C:34]([NH:36][CH:37]([C:41](=O)[CH3:42])[CH:38]([CH3:40])[CH3:39])=[O:35])[CH:31]=[C:32]([CH3:33])[C:6]=2[N:5]=1)[CH2:2][CH3:3]>P(Cl)(Cl)(Cl)=O>[CH2:1]([C:4]1[N:8]([CH2:9][C:10]2[CH:11]=[CH:12][C:13]([C:16]3[C:17]([C:22]([OH:24])=[O:23])=[CH:18][CH:19]=[CH:20][CH:21]=3)=[CH:14][CH:15]=2)[C:7]2[CH:29]=[C:30]([C:34]3[O:35][C:41]([CH3:42])=[C:37]([CH:38]([CH3:40])[CH3:39])[N:36]=3)[CH:31]=[C:32]([CH3:33])[C:6]=2[N:5]=1)[CH2:2][CH3:3]. Procedure: 3.9 g (6.7 mMol) of tert.butyl 4'-[[2-n-propyl-4-methyl-6-[N-(1-acetyl-2-methyl-n-propyl)-aminocarbonyl]-1H-benzimidazol-1-yl]-methyl]-biphenyl-2-carboxylate are dissolved in 50 ml of phosphorusoxychloride and stirred for 2.5 hours at 105° C. Then the phosphorusoxychloride is removed, the residue is decomposed with water at 80° C. and, after cooling, mixed with conc. ammonia. The pH is adjusted to 5 by the addition of glacial acetic acid, the precipitate thus formed is suction filtered, washed w... Starting materials: CO, Cl, NO, COC(=O)c1cc(S)n2nc(C)nc2n1. The product is Cc1nc2nc(C(=O)NO)cc(S)n2n1. As a reaction SMILES: [CH3:19][OH:20].[ClH:18].[NH2:16][OH:17].[SH:1][c:2]1[cH:3][c:4]([C:12]([O:14][CH3:13])=[O:15])[n:5][c:6]2[n:7]1[n:8][c:9]([CH3:11])[n:10]2>>[SH:1][c:2]1[cH:3][c:4]([C:12](=[O:14])[NH:16][OH:17])[n:5][c:6]2[n:7]1[n:8][c:9]([CH3:11])[n:10]2.